Dataset: the Open Reaction Database (ORD), a public repository of structured organic reaction records. Task: describe an organic reaction: reactants, conditions, products, and yield The reactants are N(=NC(=O)OCC)C(=O)OCC (diethyl azodicarboxylate), FC1([C@H]2C[C@H]([C@@H](C1)C2)O)F ((1R,2R,4R)-5,5-difluorobicyclo[2.2.1]heptan-2-ol), C1(C=2C(C(N1)=O)=CC=CC2)=O (phthalimide), C1(=CC=CC=C1)P(C1=CC=CC=C1)C1=CC=CC=C1 (triphenyl phosphine). Solvent: C1CCOC1 (THF), O1CCCC1 (tetrahydrofuran). Conditions: time 66 hour. Yields the product FC1([C@H]2C[C@@H]([C@@H](C1)C2)N2C(C1=CC=CC=C1C2=O)=O)F (2-((1R,2S,4R)-5,5-Difluorobicyclo[2.2.1]heptan-2-yl)isoindoline-1,3-dione). As a reaction SMILES: N(C(OCC)=O)=NC(OCC)=O.[F:13][C:14]1([F:22])[CH2:19][C@H:18]2[CH2:20][C@@H:15]1[CH2:16][C@H:17]2O.[C:23]1(=[O:33])[NH:27][C:26](=[O:28])[C:25]2=[CH:29][CH:30]=[CH:31][CH:32]=[C:24]12.C1(P(C2C=CC=CC=2)C2C=CC=CC=2)C=CC=CC=1>C1COCC1>[F:13][C:14]1([F:22])[CH2:19][C@H:18]2[CH2:20][C@@H:15]1[CH2:16][C@@H:17]2[N:27]1[C:23](=[O:33])[C:24]2[C:25](=[CH:29][CH:30]=[CH:31][CH:32]=2)[C:26]1=[O:28]. Reported procedure: A solution of diethyl azodicarboxylate (0.56 mL, 3.6 mmol) in anhydrous THF (3.0 mL) was added drop-wise to a mixture of (1R,2R,4R)-5,5-difluorobicyclo[2.2.1]heptan-2-ol (0.44 g, 3.0 mmol), phthalimide (0.50 g, 3.4 mmol), and triphenyl phosphine (0.78 mL, 3.4 mmol) in anhydrous tetrahydrofuran (15.0 mL) at r.t. under nitrogen. After stirring at ambient temperature for 66 h, the solvents were removed in vacuo. The residue was partitioned between ethyl acetate and water, and the organic portion wa... Reactants: methyl N-phenyl carbamate, NC1=CC=CC=C1 (aniline), NC(=O)N (urea). Run at time 45 minute. Yields the product C1(=CC=CC=C1)NC(=O)NC1=CC=CC=C1 (N,N'-diphenylurea). Reaction SMILES: [NH2:1][C:2]1[CH:7]=[CH:6][CH:5]=[CH:4][CH:3]=1.[NH2:8][C:9](N)=[O:10]>>[C:2]1([NH:1][C:9]([NH:8][C:2]2[CH:7]=[CH:6][CH:5]=[CH:4][CH:3]=2)=[O:10])[CH:7]=[CH:6][CH:5]=[CH:4][CH:3]=1. Reported procedure: After 45 minutes at 160° C., the solution contained 0.050 mole each of methyl N-phenyl carbamate and aniline, representing quantitative urea alcoholysis. As a reaction SMILES: [F:1][c:2]1[c:3]([CH3:15])[cH:4][c:5]([CH2:8][CH2:9][CH2:10][C:11](=[O:12])[O:13][CH3:14])[cH:6][cH:7]1.[K+:16].[O-:17][N+:18]([O-:19])=[O:20].[OH2:21].[S:22](=[O:23])(=[O:24])([OH:25])[OH:26]>>[F:1][c:2]1[c:3]([CH3:15])[cH:4][c:5]([CH2:8][CH2:9][CH2:10][C:11](=[O:12])[O:13][CH3:14])[c:6]([N+:18](=[O:17])[O-:19])[cH:7]1. Yields the product COC(=O)CCCc1cc(C)c(F)cc1[N+](=O)[O-]. The reactants are COC(=O)CCCc1ccc(F)c(C)c1, [K+], O=[N+]([O-])[O-], O, O=S(=O)(O)O. Starting materials: C1(=CC=CC=C1)C(=CC1=CC=CC=C1)C1=CC=CC=C1 (1,1,2-triphenylethylene), BrBr (bromine). The solvent is ClCCCl (1,2-dichloroethane). Reaction conditions: temperature 0 celsius, time 1 hour. Product: BrC(=C(C1=CC=CC=C1)C1=CC=CC=C1)C1=CC=CC=C1 (1-Bromo-1,2,2-triphenylethylene). Isolated yield 69.1%. RXN SMILES: [C:1]1([C:7]([C:15]2[CH:20]=[CH:19][CH:18]=[CH:17][CH:16]=2)=[CH:8][C:9]2[CH:14]=[CH:13][CH:12]=[CH:11][CH:10]=2)[CH:6]=[CH:5][CH:4]=[CH:3][CH:2]=1.[Br:21]Br>ClCCCl>[Br:21][C:8]([C:9]1[CH:10]=[CH:11][CH:12]=[CH:13][CH:14]=1)=[C:7]([C:15]1[CH:16]=[CH:17][CH:18]=[CH:19][CH:20]=1)[C:1]1[CH:2]=[CH:3][CH:4]=[CH:5][CH:6]=1. Procedure: Into a reactor were introduced 12.5 g (48.8 mmol) of the 1,1,2-triphenylethylene and 50 mL of 1,2-dichloroethane under a nitrogen atmosphere. The contents were cooled to 0° C., and 7.80 g (48.8 mmol) of bromine was gradually added dropwise thereto. This mixture was stirred at room temperature for 1 hour. The resultant reaction mixture was washed with saturated aqueous sodium hydrogen carbonate solution, saturated aqueous sodium thiosulfate solution, and saturated aqueous sodium chloride solution... The reactants are 2d, OC1=C(C=C(C=C1)O)C(C)=O (2′,5′-dihydroxyacetophenone), CC(=O)C (acetone), N1CCCCC1 (piperidine), CC(=O)C (acetone), N1CCCCC1 (piperidine). The solvent is N1=CC=CC=C1 (pyridine), N1=CC=CC=C1 (pyridine). Reaction conditions: time 2 day. Product: OC=1C=C2C(CC(OC2=CC1)(C)C)=O (6-Hydroxy-2,2-dimethyl-chroman-4-one). Isolated yield 75.7%. Reaction SMILES: [OH:1][C:2]1[CH:7]=[CH:6][C:5]([OH:8])=[CH:4][C:3]=1[C:9](=[O:11])[CH3:10].[CH3:12][C:13]([CH3:15])=O.N1CCCCC1>N1C=CC=CC=1>[OH:8][C:5]1[CH:4]=[C:3]2[C:2](=[CH:7][CH:6]=1)[O:1][C:13]([CH3:15])([CH3:12])[CH2:10][C:9]2=[O:11]. Reported procedure: To a 250 mL, 2-necked round bottom flask equipped with a magnetic stir bar and a water-jacketed condenser capped with a balloon was added 2′,5′-dihydroxyacetophenone (2, 8.00 g, 52.6 mmol), reagent grade acetone (19.45 mL, 263 mmol), piperidine (5.2 mL, 52.6 mmol) and freshly distilled pyridine (50 mL). The mixture was heated to a vigorous reflux with stirring under a nitrogen atmosphere for 2 d. The solvent was evaporated and the concentrate was dried under high vacuum. Reagent grade acetone (1...